This data is from the Open Reaction Database (ORD), a public repository of structured organic reaction records. The task is: describe an organic reaction: reactants, conditions, products, and yield The reactants are ClCCCl, COc1ccc2c(c1)CCNC21CCNCC1, CCOC(C)=O, ClCCl, Cl, O=C(O)C=Cc1ccccc1C(F)(F)F, On1nnc2ccccc21. Yields the product COc1ccc2c(c1)CCNC21CCN(C(=O)C=Cc2ccccc2C(F)(F)F)CC1. RXN SMILES: [CH2:43]([Cl:44])[CH2:45][Cl:46].[CH3:1][O:2][c:3]1[cH:4][c:5]2[c:10]([cH:11][cH:12]1)[C:9]1([NH:8][CH2:7][CH2:6]2)[CH2:13][CH2:14][NH:15][CH2:16][CH2:17]1.[CH3:51][CH2:52][O:53][C:54]([CH3:55])=[O:56].[Cl:48][CH2:49][Cl:50].[ClH:47].[F:18][C:19]([c:20]1[c:21]([CH:22]=[CH:23][C:24](=[O:25])[OH:26])[cH:27][cH:28][cH:29][cH:30]1)([F:31])[F:32].[OH:33][n:34]1[c:35]2[c:36]([cH:37][cH:38][cH:39][cH:40]2)[n:41][n:42]1>>[CH3:1][O:2][c:3]1[cH:4][c:5]2[c:10]([cH:11][cH:12]1)[C:9]1([NH:8][CH2:7][CH2:6]2)[CH2:13][CH2:14][N:15]([C:24]([CH:23]=[CH:22][c:21]2[c:20]([C:19]([F:18])([F:31])[F:32])[cH:30][cH:29][cH:28][cH:27]2)=[O:25])[CH2:16][CH2:17]1. The reactants are CC=1C=C(C=C(C1NC(COCC)=O)C)O (3,5-Dimethyl-4-ethoxyacetamidophenol), CN=C=O (methyl isocyanate). The reagents and catalysts are C(C)N(CC)CC (triethylamine). Solvent: C1(=CC=CC=C1)CC#N (benzeneacetonitrile). Reaction conditions: time 2 hour. Product: CNC(OC1=CC(=C(C(=C1)C)NC(COCC)=O)C)=O (3,5-Dimethyl-4-(ethoxyacetamido)phenyl N-methylcarbamate). RXN SMILES: [CH3:1][C:2]1[CH:3]=[C:4]([OH:16])[CH:5]=[C:6]([CH3:15])[C:7]=1[NH:8][C:9](=[O:14])[CH2:10][O:11][CH2:12][CH3:13].[CH3:17][N:18]=[C:19]=[O:20]>C1(CC#N)C=CC=CC=1.C(N(CC)CC)C>[CH3:17][NH:18][C:19](=[O:20])[O:16][C:4]1[CH:3]=[C:2]([CH3:1])[C:7]([NH:8][C:9](=[O:14])[CH2:10][O:11][CH2:12][CH3:13])=[C:6]([CH3:15])[CH:5]=1. Procedure: 3,5-Dimethyl-4-ethoxyacetamidophenol (1.1g., 0.0049 mole, m.p. 157°-59° C., prepared by reaction of ethoxyacetyl chloride with 3,5-dimethyl-4-aminophenol) was reacted with methyl isocyanate (0.3g., 0.0053 mole) using benzeneacetonitrile as solvent and triethylamine as a catalyst. The reaction mixture was stirred at ambient temperature for 31/2 hours, followed by warming at about 45° C. for 2 hours. Solvents were removed under reduced pressure, and the residual solid recrystallized from diethylet... The reactants are C(C)(=O)Cl (acetyl chloride), ClC1=C(C=CC(=C1)F)C (2-chloro-4-fluorotoluene), [Cl-].[Al+3].[Cl-].[Cl-] (aluminum chloride), ice water. Run in Cl (hydrochloric acid). Reaction conditions: temperature 120 celsius, time 2 hour. The product is CC1=C(C=C(C(=C1)C(=O)C)F)Cl (4-Chloro-2-fluoro-5-methylacetophenone). As a reaction SMILES: [C:1](Cl)(=[O:3])[CH3:2].[Cl:5][C:6]1[CH:11]=[C:10]([F:12])[CH:9]=[CH:8][C:7]=1[CH3:13].[Cl-].[Al+3].[Cl-].[Cl-]>Cl>[CH3:13][C:7]1[CH:8]=[C:9]([C:1]([CH3:2])=[O:3])[C:10]([F:12])=[CH:11][C:6]=1[Cl:5] |f:2.3.4.5|. Procedure details: At 60° C., 157 g of acetyl chloride were added dropwise to a mixture of 250 g of 2-chloro-4-fluorotoluene and 267 g of aluminum chloride. The reaction mixture was stirred at 120° C. for 2 hours and then, while still at 100° C., poured onto 2 l of an ice/water mixture. 180 ml of concentrated hydrochloric acid were subsequently stirred into the resulting mixture. The product was then extracted using three times 200 ml of dichloromethane. The organic phase was then washed with 200 ml of water, drie... Starting materials: B, CC(C)COc1c(C#N)c(-c2ccc(Cl)cc2Cl)cn2c(Br)cnc12, C1CCOC1, C1CCOC1, Cl, C1COCCO1. The product is CC(C)COc1c(CN)c(-c2ccc(Cl)cc2Cl)cn2c(Br)cnc12. Reaction SMILES: [BH3:26].[Br:1][c:2]1[cH:3][n:4][c:5]2[n:6]1[cH:7][c:8](-[c:18]1[c:19]([Cl:25])[cH:20][c:21]([Cl:24])[cH:22][cH:23]1)[c:9]([C:16]#[N:17])[c:10]2[O:11][CH2:12][CH:13]([CH3:14])[CH3:15].[CH2:27]1[O:28][CH2:29][CH2:30][CH2:31]1.[CH2:33]1[O:34][CH2:35][CH2:36][CH2:37]1.[ClH:32].[O:38]1[CH2:39][CH2:40][O:41][CH2:42][CH2:43]1>>[Br:1][c:2]1[cH:3][n:4][c:5]2[n:6]1[cH:7][c:8](-[c:18]1[c:19]([Cl:25])[cH:20][c:21]([Cl:24])[cH:22][cH:23]1)[c:9]([CH2:16][NH2:17])[c:10]2[O:11][CH2:12][CH:13]([CH3:14])[CH3:15]. As a reaction SMILES: [CH3:1][O:2][C:3]1[CH:4]=[C:5]([CH:25]=[CH:26][CH:27]=1)[CH:6]([N:17]1[CH2:22][C@@H:21]([CH3:23])[NH:20][CH2:19][C@@H:18]1[CH3:24])[C:7]1[C:16]2[C:11](=[CH:12][CH:13]=[CH:14][CH:15]=2)C=[CH:9][CH:8]=1.COC1C=C(C=CC=1)C(Cl)C1C2C(=CC=CC=2)[N:37]=CC=1>>[CH3:1][O:2][C:3]1[CH:4]=[C:5]([CH:25]=[CH:26][CH:27]=1)[CH:6]([N:17]1[CH2:22][C@@H:21]([CH3:23])[NH:20][CH2:19][C@@H:18]1[CH3:24])[C:7]1[C:16]2[C:11](=[CH:12][CH:13]=[CH:14][CH:15]=2)[N:37]=[CH:9][CH:8]=1. Starting materials: COC=1C=C(C(C2=CC=CC3=CC=CC=C23)N2[C@H](CN[C@@H](C2)C)C)C=CC1 ((±)-trans-1-(3-methoxy-α-(1-naphthyl)benzyl)-2,5-dimethylpiperazine), COC=1C=C(C(C2=CC=NC3=CC=CC=C23)Cl)C=CC1 (3-methoxy-α-(4-quinolinyl)benzyl chloride). Yields the product COC=1C=C(C(C2=CC=NC3=CC=CC=C23)N2[C@H](CN[C@@H](C2)C)C)C=CC1 ((±)-trans-1-(3-methoxy-α-(4-quinolinyl)benzyl)-2.5-dimethylpiperazine). Reported procedure: The compound of this Example was prepared by following the synthesis procedure as described for compound 3, but substituting compound 2 for compound 27. The reactants are C1(CCCCC1)N (cyclohexylamine), N(=NC(C)(CC)N=C=O)C(C)(CC)N=C=O (2,2'-Azobis-(2-isocyanatobutane)). Run in CCCCC (pentane). Run at time 60 minute. The product is N(=NC(C)(CC)NC(=O)NC1CCCCC1)C(C)(CC)NC(=O)NC1CCCCC1 (2,2'-Azobis[ 2-(cyclohexylaminocarbonylamino)butane]). As a reaction SMILES: [CH:1]1([NH2:7])[CH2:6][CH2:5][CH2:4][CH2:3][CH2:2]1.[N:8]([C:17]([N:21]=[C:22]=[O:23])([CH2:19][CH3:20])[CH3:18])=[N:9][C:10]([N:14]=[C:15]=[O:16])([CH2:12][CH3:13])[CH3:11]>CCCCC>[N:8]([C:17]([NH:21][C:22]([NH:7][CH:1]1[CH2:6][CH2:5][CH2:4][CH2:3][CH2:2]1)=[O:23])([CH2:19][CH3:20])[CH3:18])=[N:9][C:10]([NH:14][C:15]([NH:7][CH:1]1[CH2:6][CH2:5][CH2:4][CH2:3][CH2:2]1)=[O:16])([CH2:12][CH3:13])[CH3:11]. Reported procedure: To a stirred solution of 4.7 grams (0.0474 moles) of cyclohexylamine in 30 ml of pentane in a 50 ml erlenmeyer flask cooled in a water bath was added 5.32 grams (0.0237 moles) of 2,2'-azobis(2-isocyanatobutane) (from Example XXXVI) dropwise over 20 minutes while holding the reaction temperature below 30° C. After the addition was complete, the reaction was stirred for an additional 60 minutes at room temperature and filtered. The filter cake was washed with pentane and dried. The dry white solid... Reactants: CO, O=[N+]([O-])c1cc(Cl)c(Cl)cc1NCCCN1CCN(C(c2ccccc2)c2ccccc2)CC1, [H][H]. Yields the product Nc1cc(Cl)c(Cl)cc1NCCCN1CCN(C(c2ccccc2)c2ccccc2)CC1. Reaction SMILES: [CH3:37][OH:38].[Cl:1][c:2]1[cH:3][c:4]([N+:32]([O-:33])=[O:34])[c:5]([NH:9][CH2:10][CH2:11][CH2:12][N:13]2[CH2:14][CH2:15][N:16]([CH:19]([c:20]3[cH:21][cH:22][cH:23][cH:24][cH:25]3)[c:26]3[cH:27][cH:28][cH:29][cH:30][cH:31]3)[CH2:17][CH2:18]2)[cH:6][c:7]1[Cl:8].[H:35][H:36]>>[Cl:1][c:2]1[cH:3][c:4]([NH2:32])[c:5]([NH:9][CH2:10][CH2:11][CH2:12][N:13]2[CH2:14][CH2:15][N:16]([CH:19]([c:20]3[cH:21][cH:22][cH:23][cH:24][cH:25]3)[c:26]3[cH:27][cH:28][cH:29][cH:30][cH:31]3)[CH2:17][CH2:18]2)[cH:6][c:7]1[Cl:8]. Reactants: O=C1CCC(=O)N1Br, COc1ccc(C)nc1[N+](=O)[O-], ClC(Cl)(Cl)Cl, [W]. The product is COc1ccc(C=O)nc1[N+](=O)[O-]. Reaction SMILES: [Br:13][N:14]1[C:15](=[O:17])[CH2:18][CH2:19][C:20]1=[O:16].[CH3:1][O:2][c:3]1[c:4]([N+:10](=[O:11])[O-:12])[n:5][c:6]([CH3:9])[cH:7][cH:8]1.[Cl:21][C:22]([Cl:23])([Cl:24])[Cl:25].[W:26]>>[CH3:1][O:2][c:3]1[c:4]([N+:10](=[O:11])[O-:12])[n:5][c:6]([CH:9]=[O:16])[cH:7][cH:8]1. Reactants: FC1=CC(=C(C=C1F)O)C (4,5-difluoro-2-methylphenol), S(O)(O)(=O)=O (sulphuric acid), O (water), C1N2CN3CN1CN(C2)C3 (hexamethylenetetramine). Solvent: FC(C(=O)O)(F)F (trifluoroacetic acid). Run at temperature 98.5 celsius, time 2 hour. The product is FC=1C=C(C(=C(C=O)C1F)O)C (5,6-difluoro-2-hydroxy-3-methylbenzaldehyde). Reaction SMILES: [F:1][C:2]1[C:7]([F:8])=[CH:6][C:5]([OH:9])=[C:4]([CH3:10])[CH:3]=1.[CH2:11]1N2CN3CN(C2)CN1C3.S(=O)(=O)(O)O.[OH2:26]>FC(F)(F)C(O)=O>[F:1][C:2]1[CH:3]=[C:4]([CH3:10])[C:5]([OH:9])=[C:6]([C:7]=1[F:8])[CH:11]=[O:26]. Procedure details: 30 g of 4,5-difluoro-2-methylphenol are dissolved in 180 ml of trifluoroacetic acid and admixed with 57.2 g of hexamethylenetetramine in portions. On completion of addition, the reaction solution is heated to 97-100° C. for 4 hours. After cooling, first 60 ml of 50% sulphuric acid and then 300 ml of water are added dropwise, then the solution is stirred further at room temperature for 2 hours. The reaction solution is extracted three times with methyl tert-butyl ether. The combined extracts are ... Reactants: CCCCCC, COc1cc(C(=O)O)ccc1OCCCCl, ClCCl, O=S(Cl)Cl. Yields the product COc1cc(C(=O)Cl)ccc1OCCCCl. Reaction SMILES: [CH3:21][CH2:22][CH2:23][CH2:24][CH2:25][CH3:26].[Cl:1][CH2:2][CH2:3][CH2:4][O:5][c:6]1[c:7]([O:15][CH3:16])[cH:8][c:9]([C:10](=[O:11])[OH:12])[cH:13][cH:14]1.[Cl:27][CH2:28][Cl:29].[S:17]([Cl:18])([Cl:19])=[O:20]>>[Cl:1][CH2:2][CH2:3][CH2:4][O:5][c:6]1[c:7]([O:15][CH3:16])[cH:8][c:9]([C:10](=[O:11])[Cl:19])[cH:13][cH:14]1.